This data is from the Open Reaction Database (ORD), a public repository of structured organic reaction records. The task is: describe an organic reaction: reactants, conditions, products, and yield Starting materials: C(C1=CC=CC=C1)OC1=C(C=CC=C1C(C)(C)C)C(O)(C1=CC=CC=C1)C=1C(=C(C=CC1)C1=CC=CC=C1)OC ((2-(Benzyloxy)-3-tert-butylphenyl)(2-methoxybiphenyl-3-yl)(phenyl)methanol), [PH2](=O)O (hypophosphorous acid). Run in C(C)#N (acetonitrile). Yields the product C(C)(C)(C)C1=C(C(=CC=C1)C(C1=CC=CC=C1)C=1C(=C(C=CC1)C1=CC=CC=C1)OC)O (2-tert-Butyl-6-((2-methoxybiphenyl-3-yl)(phenyl)methyl)phenol). Isolated yield 84.6%. As a reaction SMILES: C([O:8][C:9]1[C:14]([C:15]([CH3:18])([CH3:17])[CH3:16])=[CH:13][CH:12]=[CH:11][C:10]=1[C:19]([C:27]1[C:28]([O:39][CH3:40])=[C:29]([C:33]2[CH:38]=[CH:37][CH:36]=[CH:35][CH:34]=2)[CH:30]=[CH:31][CH:32]=1)([C:21]1[CH:26]=[CH:25][CH:24]=[CH:23][CH:22]=1)O)C1C=CC=CC=1.[PH2](O)=O>C(#N)C>[C:15]([C:14]1[CH:13]=[CH:12][CH:11]=[C:10]([CH:19]([C:27]2[C:28]([O:39][CH3:40])=[C:29]([C:33]3[CH:34]=[CH:35][CH:36]=[CH:37][CH:38]=3)[CH:30]=[CH:31][CH:32]=2)[C:21]2[CH:26]=[CH:25][CH:24]=[CH:23][CH:22]=2)[C:9]=1[OH:8])([CH3:18])([CH3:16])[CH3:17]. Reported procedure: A solution of 15 (1.02 g, 1.93 mmol) in acetonitrile (24 mL) was treated with 50% aqueous hypophosphorous acid (11 mL) and stirred at reflux for 1.5 hr. After cooling, the acetonitrile was removed on a rotary evaporator. The residue was diluted with water (100 mL) and extracted with ethyl acetate (150 mL). The organic layer was washed with water (100 mL), saturated sodium bicarbonate (100 mL) and water (100 mL). The organic layer was dried over sodium sulfate and stripped. The crude product was ... The reactants are O (Water), C(CCC)[Li].CCCCCC (n-butyllithium hexane), O1CCCC1 (tetrahydrofuran), C(C)(C)OB(OC(C)C)OC(C)C (triisopropoxyborane). Reaction conditions: time 20 minute. The product is OC(C)(C)C=1C=C(C=CC1)B(O)O (3-(1-hydroxy-1-methylethyl)phenylboronic acid). Reaction SMILES: [CH2:1]([Li])[CH2:2][CH2:3][CH3:4].[CH3:6][CH2:7][CH2:8][CH2:9]CC.O1CCC[CH2:13]1.C([O:20][B:21](OC(C)C)[O:22]C(C)C)(C)C.[OH2:30]>>[OH:30][C:3]([C:2]1[CH:1]=[C:9]([B:21]([OH:22])[OH:20])[CH:8]=[CH:7][CH:6]=1)([CH3:13])[CH3:4] |f:0.1|. Procedure: In a nitrogen atmosphere, 33 mL of 1.66 M n-butyllithium/hexane solution was dropwise added to tetrahydrofuran (200 mL) solution of the obtained compound at −60° C. or lower, and stirred for 20 minutes. 11.08 mL of triisopropoxyborane was added to the reaction liquid, and stirred for 30 minutes. Water was added to the reaction liquid, washed with diethyl ether, and the resulting aqueous layer was made acidic with aqueous 10% phosphoric acid solution. This was extracted with ethyl acetate, washed... Starting materials: O1C(CCCC1)OCCN1N=CC(=C1)B1OC(C(O1)(C)C)(C)C (1-(2-(tetrahydro-2H-pyran-2-yloxy)ethyl)-4-(4,4,5,5-tetramethyl-1,3,2-dioxaborolan-2-yl)-1H-pyrazole), ClC=1C=C(C(=NC1)F)F (5-chloro-2,3-difluoropyridine), CC(C)C1=CC(=C(C(=C1)C(C)C)C2=C(C=CC=C2)P(C3CCCCC3)C4CCCCC4)C(C)C (X-Phos), P(=O)([O-])([O-])[O-].[K+].[K+].[K+] (Potassium phosphate). Solvent: O (water), O1CCOCC1 (1,4-dioxane). Conditions: temperature 100 celsius. Yields the product FC1=NC=C(C=C1F)C=1C=NN(C1)CCOC1OCCCC1 (2,3-difluoro-5-(1-(2-(tetrahydro-2H-pyran-2-yloxy)ethyl)-1H-pyrazol-4-yl)pyridine). Isolated yield 60.5%. As a reaction SMILES: [O:1]1[CH2:6][CH2:5][CH2:4][CH2:3][CH:2]1[O:7][CH2:8][CH2:9][N:10]1[CH:14]=[C:13](B2OC(C)(C)C(C)(C)O2)[CH:12]=[N:11]1.Cl[C:25]1[CH:26]=[C:27]([F:32])[C:28]([F:31])=[N:29][CH:30]=1.CC(C1C=C(C(C)C)C(C2C=CC=CC=2P(C2CCCCC2)C2CCCCC2)=C(C(C)C)C=1)C.P([O-])([O-])([O-])=O.[K+].[K+].[K+]>O.O1CCOCC1>[F:31][C:28]1[C:27]([F:32])=[CH:26][C:25]([C:13]2[CH:12]=[N:11][N:10]([CH2:9][CH2:8][O:7][CH:2]3[CH2:3][CH2:4][CH2:5][CH2:6][O:1]3)[CH:14]=2)=[CH:30][N:29]=1 |f:3.4.5.6|. Procedure details: A 48 mL tube was charged with 1-(2-(tetrahydro-2H-pyran-2-yloxy)ethyl)-4-(4,4,5,5-tetramethyl-1,3,2-dioxaborolan-2-yl)-1H-pyrazole (6.4 g, 19.9 mmol), 5-chloro-2,3-difluoropyridine (1.7 mL, 16.6 mmol), X-Phos (1.6 g, 3.3 mmol), Potassium phosphate (3.5 g, 16.6 mmol), PdOAc2 (0.4 g, 1.7 mmol), 1,4-dioxane (50 mL), and water (5.0 mL), flushed with argon, sealed, then heated at 100° C. for 3 hours. The mixture was concentrated and purified by MPLC, eluting with 2.5% MeOH/DCM over 40 minutes to affo... The reactants are Cl (hydrochloric acid), C(C)OC1=CC=2N(C=C1)C(=C(N2)CCC2=CC1=C(N=C(O1)N)C=C2)C (6-[2-(7-ethoxy-3-methylimidazo[1,2-a]pyridin-2-yl)ethyl]-2-aminobenzoxazole), C(C)(=O)OCC (ethyl acetate). Run in C(C)O (ethanol). Run at time 1 hour. The product is Cl.Cl.C(C)OC1=CC=2N(C=C1)C(=C(N2)CCC2=CC1=C(N=C(O1)N)C=C2)C (6-[2-(7-ethoxy-3-methylimidazo[1,2-a]pyridin-2-yl)ethyl]-2-aminobenzoxazole dihydrochloride). Reaction SMILES: [ClH:1].[CH2:2]([O:4][C:5]1[CH:10]=[CH:9][N:8]2[C:11]([CH3:26])=[C:12]([CH2:14][CH2:15][C:16]3[CH:25]=[CH:24][C:19]4[N:20]=[C:21]([NH2:23])[O:22][C:18]=4[CH:17]=3)[N:13]=[C:7]2[CH:6]=1)[CH3:3].C(OCC)(=O)C>C(O)C>[ClH:1].[ClH:1].[CH2:2]([O:4][C:5]1[CH:10]=[CH:9][N:8]2[C:11]([CH3:26])=[C:12]([CH2:14][CH2:15][C:16]3[CH:25]=[CH:24][C:19]4[N:20]=[C:21]([NH2:23])[O:22][C:18]=4[CH:17]=3)[N:13]=[C:7]2[CH:6]=1)[CH3:3] |f:4.5.6|. Procedure details: Conc. hydrochloric acid (0.6 ml) was added to a solution of 6-[2-(7-ethoxy-3-methylimidazo[1,2-a]pyridin-2-yl)ethyl]-2-aminobenzoxazole (1.0 g) in ethanol (6.0 ml) and the mixture was stirred for 1 hour at ambient temperature. The mixture was added to ethyl acetate (40 ml) and stirred. The resulting precipitate was collected by filtration and the residue was crystallized from a mixture of ethanol (6 ml) and ethyl acetate (3 ml) to give 6-[2-(7-ethoxy-3-methylimidazo[1,2-a]pyridin-2-yl)ethyl]-2-a... Reactants: CC(C)C[Al+]CC(C)C, C=CCN1NC(C)=C2N=C(c3ccccc3Cl)c3cc(C)c(OC)cc3N=C21, [H-], COc1cc(N)c(C(=O)c2ccccc2Cl)cc1C, C=CCn1nc(C)c(N)c1Cl. The product is COc1cc2c(cc1C)C(c1ccccc1Cl)=NC1=C(C)NNC1=N2. Reaction SMILES: [CH2:60]([Al+:61][CH2:62][CH:63]([CH3:64])[CH3:65])[CH:66]([CH3:67])[CH3:68].[Cl:31][c:32]1[c:33]([C:38]2=[N:39][C:40]3=[C:54]([CH3:55])[NH:53][N:52]([CH2:56][CH:57]=[CH2:58])[C:41]3=[N:42][c:43]3[c:44]2[cH:45][c:46]([CH3:51])[c:47]([O:49][CH3:50])[cH:48]3)[cH:34][cH:35][cH:36][cH:37]1.[H-:59].[NH2:1][c:2]1[cH:3][c:4]([O:5][CH3:6])[c:7]([CH3:8])[cH:9][c:10]1[C:11]([c:12]1[cH:13][cH:14][cH:15][cH:16][c:17]1[Cl:18])=[O:19].[NH2:20][c:21]1[c:22]([CH3:23])[n:24][n:25]([CH2:26][CH:27]=[CH2:28])[c:29]1[Cl:30]>>[Cl:31][c:32]1[c:33]([C:38]2=[N:39][C:40]3=[C:54]([CH3:55])[NH:53][NH:52][C:41]3=[N:42][c:43]3[c:44]2[cH:45][c:46]([CH3:51])[c:47]([O:49][CH3:50])[cH:48]3)[cH:34][cH:35][cH:36][cH:37]1. The reactants are ClC1=CC(=NC2=CC=CC=C12)C1=CC(=C(C=C1)C)Cl (4-chloro-2-(3-chloro-4-methyl-phenyl)-quinoline), NCC(CO)O ((RS)-3-amino-1,2-propandiol). Yields the product Cl.ClC=1C=C(C=CC1C)C1=NC2=CC=CC=C2C(=C1)NCC(CO)O ((RS)-3-[2-(3-Chloro-4-methyl-phenyl)-quinolin-4-ylamino]-propane-1,2-diol hydrochloride). Reaction SMILES: [Cl:1][C:2]1[C:11]2[C:6](=[CH:7][CH:8]=[CH:9][CH:10]=2)[N:5]=[C:4]([C:12]2[CH:17]=[CH:16][C:15]([CH3:18])=[C:14]([Cl:19])[CH:13]=2)[CH:3]=1.[NH2:20][CH2:21][CH:22]([OH:25])[CH2:23][OH:24]>>[ClH:1].[Cl:19][C:14]1[CH:13]=[C:12]([C:4]2[CH:3]=[C:2]([NH:20][CH2:21][CH:22]([OH:25])[CH2:23][OH:24])[C:11]3[C:6](=[CH:7][CH:8]=[CH:9][CH:10]=3)[N:5]=2)[CH:17]=[CH:16][C:15]=1[CH3:18] |f:2.3|. Procedure: The title compound, m.p. 230-231° C. and MS: m/e=343.1 (M+H+), was prepared from 4-chloro-2-(3-chloro-4-methyl-phenyl)-quinoline and (RS)-3-amino-1,2-propandiol.